From a dataset of the Open Reaction Database (ORD), a public repository of structured organic reaction records. describe an organic reaction: reactants, conditions, products, and yield Starting materials: ClCCl.C(C)(C)OC(C)C (dichloromethane isopropyl ether), NC=1C(=C(C2=C(CC(O2)(C)C)C1C)C)C (5-Amino-2,2,4,6,7-pentamethyl-2,3-dihydrobenzofuran), C1(=CC=C(C=C1)S(=O)(=O)Cl)C (p-toluenesulfonyl chloride). Run in N1=CC=CC=C1 (pyridine). Conditions: temperature 50 celsius, time 1 hour. Yields the product CC1(OC2=C(C1)C(=C(C(=C2C)C)NS(=O)(=O)C2=CC=C(C=C2)C)C)C (2,2,4,6,7-Pentamethyl-5-(p-toluenesulfonylamino)-2,3-dihydrobenzofuran). Isolated yield 68.8%. Reaction SMILES: [NH2:1][C:2]1[C:3]([CH3:15])=[C:4]([CH3:14])[C:5]2[O:9][C:8]([CH3:11])([CH3:10])[CH2:7][C:6]=2[C:12]=1[CH3:13].[C:16]1([CH3:26])[CH:21]=[CH:20][C:19]([S:22](Cl)(=[O:24])=[O:23])=[CH:18][CH:17]=1.ClCCl.C(OC(C)C)(C)C>N1C=CC=CC=1>[CH3:11][C:8]1([CH3:10])[CH2:7][C:6]2[C:12]([CH3:13])=[C:2]([NH:1][S:22]([C:19]3[CH:20]=[CH:21][C:16]([CH3:26])=[CH:17][CH:18]=3)(=[O:24])=[O:23])[C:3]([CH3:15])=[C:4]([CH3:14])[C:5]=2[O:9]1 |f:2.3|. Reported procedure: 5-Amino-2,2,4,6,7-pentamethyl-2,3-dihydrobenzofuran (2.00 g, 9.74 mmol) and p-toluenesulfonyl chloride (2.04 g, 10.7 mmol) were dissolved in pyridine (30 ml) and stirred at 50° C. for 1 hour. The reaction mixture was concentrated under reduced pressure and the residue was dissolved in chloroform. The mixture was washed with in hydrochloric acid and saturated saline and dried and then the solvent was distilled off under reduced pressure. The residue was purified by column chromatography on silica...